From a dataset of the Open Reaction Database (ORD), a public repository of structured organic reaction records. describe an organic reaction: reactants, conditions, products, and yield Starting materials: BrC=1C=C(C=NC1Cl)C(=O)OC (methyl 5-bromo-6-chloro-3-pyridinecarboxylate), C(=O)([O-])[O-].[K+].[K+] (K2CO3), CB1OB(OB(O1)C)C (trimethylboroxin). Reagents/catalysts: C=1C=CC(=CC1)[P](C=2C=CC=CC2)(C=3C=CC=CC3)[Pd]([P](C=4C=CC=CC4)(C=5C=CC=CC5)C=6C=CC=CC6)([P](C=7C=CC=CC7)(C=8C=CC=CC8)C=9C=CC=CC9)[P](C=1C=CC=CC1)(C=1C=CC=CC1)C=1C=CC=CC1 (tetrakis(triphenylphosphine)palladium). The solvent is O1CCOCC1 (dioxane). Run at temperature 110 celsius. Product: BrC=1C=C(C=NC1C)C=O (5-Bromo-6-methyl-3-pyridinecarbaldehyde), ClC1=C(C=C(C=N1)C(=O)OC)C (methyl 6-chloro-5-methyl-3-pyridinecarboxylate). Reaction SMILES: [Br:1][C:2]1[CH:3]=[C:4]([C:9]([O:11][CH3:12])=[O:10])[CH:5]=[N:6][C:7]=1[Cl:8].[C:13]([O-])([O-])=O.[K+].[K+].[CH3:19]B1OB(C)OB(C)O1>O1CCOCC1.C1C=CC([P]([Pd]([P](C2C=CC=CC=2)(C2C=CC=CC=2)C2C=CC=CC=2)([P](C2C=CC=CC=2)(C2C=CC=CC=2)C2C=CC=CC=2)[P](C2C=CC=CC=2)(C2C=CC=CC=2)C2C=CC=CC=2)(C2C=CC=CC=2)C2C=CC=CC=2)=CC=1>[Br:1][C:2]1[CH:3]=[C:4]([CH:9]=[O:11])[CH:5]=[N:6][C:7]=1[CH3:13].[Cl:8][C:7]1[N:6]=[CH:5][C:4]([C:9]([O:11][CH3:12])=[O:10])=[CH:3][C:2]=1[CH3:19] |f:1.2.3,^1:37,39,58,77|. Procedure details: To a mixture of methyl 5-bromo-6-chloro-3-pyridinecarboxylate (400 mg, 1.597 mmol), tetrakis(triphenylphosphine)palladium (0) (185 mg, 0.160 mmol), and K2CO3 (331 mg, 2.395 mmol) in dioxane (5 ml), trimethylboroxin (0.446 ml, 3.19 mmol) was added under argon. The reaction mixture was heated at 110° C. for 5 h. The reaction mixture was allowed to cool down, filtered through a pad of silica, and concentrated to give 176 mg of the crude material. Purification by flash chromatography using Flashmast... Reactants: NC=1C=C(C(=O)N2CCC3(CC2)CC=2C=NN(C2C(C3)=O)C(C)C)C=CC1N (1′-(3,4-diaminobenzoyl)-1-isopropyl-4,6-dihydrospiro[indazole-5,4′-piperidin]-7(1H)-one), N(=C=S)C (isothiocyanatomethane). Run in O1CCCC1 (tetrahydrofuran). Reaction conditions: time 6 hour. The product is NC1=C(C=CC(=C1)C(=O)N1CCC2(CC1)CC=1C=NN(C1C(C2)=O)C(C)C)NC(=S)NC (1-(2-amino-4-(1-isopropyl-7-oxo-1,4,6,7-tetrahydrospiro[indazole-5,4′-piperidine]-1′-ylcarbonyl)phenyl)-3-methylthiourea). The yield is 27.1%. RXN SMILES: [NH2:1][C:2]1[CH:3]=[C:4]([CH:25]=[CH:26][C:27]=1[NH2:28])[C:5]([N:7]1[CH2:12][CH2:11][C:10]2([CH2:20][C:19](=[O:21])[C:18]3[N:17]([CH:22]([CH3:24])[CH3:23])[N:16]=[CH:15][C:14]=3[CH2:13]2)[CH2:9][CH2:8]1)=[O:6].[N:29]([CH3:32])=[C:30]=[S:31]>O1CCCC1>[NH2:1][C:2]1[CH:3]=[C:4]([C:5]([N:7]2[CH2:12][CH2:11][C:10]3([CH2:20][C:19](=[O:21])[C:18]4[N:17]([CH:22]([CH3:24])[CH3:23])[N:16]=[CH:15][C:14]=4[CH2:13]3)[CH2:9][CH2:8]2)=[O:6])[CH:25]=[CH:26][C:27]=1[NH:28][C:30]([NH:29][CH3:32])=[S:31]. Procedure: A mixture of 1′-(3,4-diaminobenzoyl)-1-isopropyl-4,6-dihydrospiro[indazole-5,4′-piperidin]-7(1H)-one (0.1 g, 0.3 mmol) and isothiocyanatomethane (19 mg, 0.3 mmol) was dissolved in tetrahydrofuran (3 mL). The reaction was heated to reflux and stirred for 6 hours. The reaction mixture was concentrated, and the residue was poured into cold water. The solution was extracted with ethyl acetate (3×20 mL). The combined organics were dried over sodium sulfate, filtered, and concentrated to provide 1-(2-... Reactants: C=1C=CC2=C(C1)C(=O)C3=C(C=CC(=C3C2=O)O)O (quinizarin), C([O-])([O-])=O.[K+].[K+] (potassium carbonate), S(=O)(=O)(OCC)[O-] (ethyl sulfate), C(C)C(=O)C (methyl ethyl ketone). Run at time 8 hour. Yields the product C(C)OC1=CC=C(C=2C(C3=CC=CC=C3C(C12)=O)=O)OCC (1,4-DIETHOXYANTHRAQUINONE). Reaction SMILES: [CH:1]1[CH:2]=[CH:3][C:4]2[C:15](=[O:16])[C:14]3[C:9](=[C:10]([OH:18])[CH:11]=[CH:12][C:13]=3[OH:17])[C:7](=[O:8])[C:5]=2[CH:6]=1.C(=O)([O-])[O-].[K+].[K+].S([O-])(O[CH2:29][CH3:30])(=O)=O.[CH2:32](C(C)=O)[CH3:33]>>[CH2:32]([O:18][C:10]1[C:9]2[C:7](=[O:8])[C:5]3[C:4](=[CH:3][CH:2]=[CH:1][CH:6]=3)[C:15](=[O:16])[C:14]=2[C:13]([O:17][CH2:29][CH3:30])=[CH:12][CH:11]=1)[CH3:33] |f:1.2.3|. Procedure details: A mixture of quinizarin (20.0 g, 83.5 mmol), potassium carbonate (76 g, 550 mmol) and ethyl sulfate (38.6 g, 250 mmol) was refluxed in methyl ethyl ketone (MEK, 950 mL) for 24 hrs. The reaction was filtered hot through Celite using additional hot MEK. The solution was evaporated on a rotary evaporator until crystallization began, then the reaction was allowed to sit overnight. After cooling in an ice bath, the crystals were filtered, rinsed with Et2O, sucked dry, then dried overnight in a vacuum... Starting materials: C(CCC)N1C(C(=C(C2=CC=CN=C12)C1=CC(=CC=C1)OC)NC(=O)NC1=C(C=C(C=C1C(C)C)CBr)C(C)C)=O (N-[1-butyl-4-(3-methoxyphenyl)-1,2-dihydro-2-oxo-1,8-naphthyridin-3-yl]-N′-(2,6-diisopropyl-4-bromomethylphenyl)urea), C1(C=2C(C(N1)=O)=CC=CC2)=O.[K] (potassium phthalimide), O (water). The solvent is CN(C=O)C (dimethylformamide). Conditions: time 3 hour. The product is C(CCC)N1C(C(=C(C2=CC=CN=C12)C1=CC(=CC=C1)OC)NC(=O)NC1=C(C=C(C=C1C(C)C)CN)C(C)C)=O (N-[1-butyl-4-(3-methoxyphenyl)-1,2-dihydro-2-oxo-1,8-naphthyridin-3-yl]-N′-(2,6-diisopropyl-4-aminomethylphenyl)urea). Yield: 87.7%. As a reaction SMILES: [CH2:1]([N:5]1[C:14]2[C:9](=[CH:10][CH:11]=[CH:12][N:13]=2)[C:8]([C:15]2[CH:20]=[CH:19][CH:18]=[C:17]([O:21][CH3:22])[CH:16]=2)=[C:7]([NH:23][C:24]([NH:26][C:27]2[C:32]([CH:33]([CH3:35])[CH3:34])=[CH:31][C:30]([CH2:36]Br)=[CH:29][C:28]=2[CH:38]([CH3:40])[CH3:39])=[O:25])[C:6]1=[O:41])[CH2:2][CH2:3][CH3:4].C1(=O)[NH:46]C(=O)C2=CC=CC=C12.[K].O>CN(C)C=O>[CH2:1]([N:5]1[C:14]2[C:9](=[CH:10][CH:11]=[CH:12][N:13]=2)[C:8]([C:15]2[CH:20]=[CH:19][CH:18]=[C:17]([O:21][CH3:22])[CH:16]=2)=[C:7]([NH:23][C:24]([NH:26][C:27]2[C:32]([CH:33]([CH3:35])[CH3:34])=[CH:31][C:30]([CH2:36][NH2:46])=[CH:29][C:28]=2[CH:38]([CH3:40])[CH3:39])=[O:25])[C:6]1=[O:41])[CH2:2][CH2:3][CH3:4] |f:1.2,^1:52|. Procedure: To a solution of N-[1-butyl-4-(3-methoxyphenyl)-1,2-dihydro-2-oxo-1,8-naphthyridin-3-yl]-N′-(2,6-diisopropyl-4-bromomethylphenyl)urea (400 mg, 0.65 mmol) in dimethylformamide (10 ml) is added potassium phthalimide (144 mg, 0.78 mmol) at room temperature, and the mixture is stirred at room temperature for 3 hours. To the mixture is added water, and the mixture is extracted with ethyl acetate. The organic layer is washed twice with water, and dried over anhydrous magnesium sulfate. The solvent is ... Reactants: O=C1CCC(=O)N1Cl, Clc1nc(NC2CCC2)c2cc[nH]c2n1, ClCCl. As a reaction SMILES: [Cl:16][N:17]1[C:18](=[O:19])[CH2:20][CH2:21][C:22]1=[O:23].[Cl:1][c:2]1[n:3][c:4]([NH:11][CH:12]2[CH2:13][CH2:14][CH2:15]2)[c:5]2[c:6]([n:7]1)[nH:8][cH:9][cH:10]2.[Cl:24][CH2:25][Cl:26]>>[Cl:1][c:2]1[n:3][c:4]([NH:11][CH:12]2[CH2:13][CH2:14][CH2:15]2)[c:5]2[c:6]([n:7]1)[nH:8][cH:9][c:10]2[Cl:16]. The product is Clc1nc(NC2CCC2)c2c(Cl)c[nH]c2n1.